This data is from the Open Reaction Database (ORD), a public repository of structured organic reaction records. The task is: describe an organic reaction: reactants, conditions, products, and yield RXN SMILES: [CH2:1]([O:3][C:4]([C:6]1[CH:7]=[N:8][C:9]2[C:14]([C:15]=1[C:16]1[CH:21]=[CH:20][CH:19]=[C:18]([CH:22]=[O:23])[CH:17]=1)=[CH:13][CH:12]=[C:11]([C:24]([F:27])([F:26])[F:25])[CH:10]=2)=[O:5])[CH3:2].[BH4-].[Na+]>C(O)C>[CH2:1]([O:3][C:4]([C:6]1[CH:7]=[N:8][C:9]2[C:14]([C:15]=1[C:16]1[CH:21]=[CH:20][CH:19]=[C:18]([CH2:22][OH:23])[CH:17]=1)=[CH:13][CH:12]=[C:11]([C:24]([F:27])([F:25])[F:26])[CH:10]=2)=[O:5])[CH3:2] |f:1.2|. Run in C(C)O (ethanol). Procedure details: 4-(3-Formyl-phenyl)-7-trifluoromethyl-quinoline-3-carboxylic acid ethyl ester (16 mg, 0.034 mmol) was dissolved in ethanol (1 mL) and treated with sodium borohydride (15 mg) in one portion. After stirring at room temperature for 15 min the reaction mixture was quenched with an aqueous solution of ammonium chloride. The reaction mixture was then extracted with ethyl acetate and the organic layer dried over sodium sulfate, concentrated and the residue purified by to column chromatography eluted wi... Reactants: C(C)OC(=O)C=1C=NC2=CC(=CC=C2C1C1=CC(=CC=C1)C=O)C(F)(F)F (4-(3-Formyl-phenyl)-7-trifluoromethyl-quinoline-3-carboxylic acid ethyl ester), [BH4-].[Na+] (sodium borohydride). Conditions: time 15 minute. Yields the product C(C)OC(=O)C=1C=NC2=CC(=CC=C2C1C1=CC(=CC=C1)CO)C(F)(F)F (4-(3-hydroxymethyl-phenyl)-7-trifluoromethyl-quinoline-3-carboxylic acid ethyl ester). Reactants: CC(C)(C)[Si](C)(C)OCCCO, ClCCl, C[N+]1([O-])CCOCC1, CCC[N+](CCC)(CCC)CCC, CC#N, O=[Ru](=O)(=O)[O-]. Yields the product CC(C)(C)[Si](C)(C)OCCC=O. Reaction SMILES: [C:4]([CH3:5])([CH3:6])([CH3:7])[Si:8]([O:9][CH2:10][CH2:11][CH2:12][OH:13])([CH3:14])[CH3:15].[CH2:1]([Cl:2])[Cl:3].[CH3:16][N+:17]1([O-:23])[CH2:18][CH2:19][O:20][CH2:21][CH2:22]1.[CH3:29][CH2:30][CH2:31][N+:32]([CH2:33][CH2:34][CH3:35])([CH2:36][CH2:37][CH3:38])[CH2:39][CH2:40][CH3:41].[CH3:42][C:43]#[N:44].[O-:24][Ru:25](=[O:26])(=[O:27])=[O:28]>>[C:4]([CH3:5])([CH3:6])([CH3:7])[Si:8]([O:9][CH2:10][CH2:11][CH:12]=[O:13])([CH3:14])[CH3:15]. Yields the product [N+](=O)([O-])C1=CC=C(C=C1)\C=C(/C(=O)OCC)\C(C)=O (Ethyl 2Z-[(4-nitrophenyl)methylene]-3-oxobutanoate). Starting materials: N1CCCCC1 (Piperidine), [N+](=O)([O-])C1=CC=C(C=O)C=C1 (paranitrobenzaldehyde), C(CC(=O)C)(=O)OCC (ethyl acetoacetate). Run at time 48 hour. Reported procedure: Piperidine (0.5ml) was added to a solution of paranitrobenzaldehyde (7.5g, 0.05 moles) and ethyl acetoacetate (6.5g, 0.05 moles) and stirred at room temperature for 48 hrs. Ethyl ether (50ml) was added and stirring continued for 7 days. After removal of the ethyl ether by rotary evaporator the titled products were separated and purified by silica gel chromatography. The structure assignments were supported by NMR, infrared and uv spectra and elemental analysis (263.2). Run in C(C)OCC (Ethyl ether). As a reaction SMILES: N1CCCCC1.[N+:7]([C:10]1[CH:17]=[CH:16][C:13]([CH:14]=O)=[CH:12][CH:11]=1)([O-:9])=[O:8].[C:18]([O:24][CH2:25][CH3:26])(=[O:23])[CH2:19][C:20]([CH3:22])=[O:21]>C(OCC)C>[N+:7]([C:10]1[CH:17]=[CH:16][C:13](/[CH:14]=[C:19](/[C:20](=[O:21])[CH3:22])\[C:18]([O:24][CH2:25][CH3:26])=[O:23])=[CH:12][CH:11]=1)([O-:9])=[O:8]. The reactants are c1ccc(OCC2CO2)cc1, Cc1cc(NCCN)n2ncnc2n1, CS(C)=O, O. RXN SMILES: [CH2:1]([CH:2]1[CH2:3][O:4]1)[O:5][c:6]1[cH:7][cH:8][cH:9][cH:10][cH:11]1.[CH3:12][c:13]1[n:14][c:15]2[n:16]([c:17]([NH:19][CH2:20][CH2:21][NH2:22])[cH:18]1)[n:23][cH:24][n:25]2.[CH3:27][S:28](=[O:29])[CH3:30].[OH2:26]>>[CH2:1]([CH:2]([CH2:3][NH:22][CH2:21][CH2:20][NH:19][c:17]1[n:16]2[c:15]([n:14][c:13]([CH3:12])[cH:18]1)[n:25][cH:24][n:23]2)[OH:4])[O:5][c:6]1[cH:7][cH:8][cH:9][cH:10][cH:11]1. Yields the product Cc1cc(NCCNCC(O)COc2ccccc2)n2ncnc2n1. The reactants are Example 4 ( 4a ), aqueous solution, Example 1 ( 1d ), [Si](C)(C)(C(C)(C)C)OCC1=CC=C(S1)C#N (5-({[t-butyl(dimethyl)silyl]oxy}methyl)thiophene-2-carbonitrile), NO (hydroxylamine). Product: crude product, [Si](C)(C)(C(C)(C)C)OCC1=CC=C(S1)C(N)=NO (5-({[t-Butyl(dimethyl)silyl]oxy}methyl)-N′-hydroxythiophene-2-carboximidamide). RXN SMILES: [Si:1]([O:8][CH2:9][C:10]1[S:14][C:13]([C:15]#[N:16])=[CH:12][CH:11]=1)([C:4]([CH3:7])([CH3:6])[CH3:5])([CH3:3])[CH3:2].[NH2:17][OH:18]>>[Si:1]([O:8][CH2:9][C:10]1[S:14][C:13]([C:15](=[N:17][OH:18])[NH2:16])=[CH:12][CH:11]=1)([C:4]([CH3:7])([CH3:6])[CH3:5])([CH3:3])[CH3:2]. Procedure: The crude product of the title compound was synthesized by conducting the similar reaction to that mentioned in Example 1 (1d) using 5-({[t-butyl(dimethyl)silyl]oxy}methyl)thiophene-2-carbonitrile (1.3 g, 5.0 mmol) that was obtained in Example 4 (4a) and a 40% aqueous solution of hydroxylamine (0.7 ml). Subsequently, the crude product of the title compound thus obtained was purified by recrystallization from a mixed solvent of ethyl acetate and hexane to afford the title compound (1.2 g) in a yi...